From a dataset of the Open Reaction Database (ORD), a public repository of structured organic reaction records. describe an organic reaction: reactants, conditions, products, and yield Reactants: O1CCOC2=C1C=CC(=C2)CN(C(OC(C)(C)C)=O)C2CCN(CC2)CCN2C(C=CC1=CC=CC=C21)=O (tert-butyl (2,3-dihydro-1,4-benzodioxin-6-ylmethyl)(1-(2-(2-oxoquinolin-1(2H)-yl)ethyl)piperidin-4-yl)carbamate), Cl.C(C)(=O)OCC (hydrogen chloride ethyl acetate). Run at time 3 day. Product: Cl.N1C(C=CC2=CC=CC=C12)=O (quinolin-2(1H)one hydrochloride). Reaction SMILES: O1C2C=CC(CN(C3CCN(CC[N:28]4[C:37]5[C:32](=[CH:33][CH:34]=[CH:35][CH:36]=5)[CH:31]=[CH:30][C:29]4=[O:38])CC3)C(=O)OC(C)(C)C)=CC=2OCC1.[ClH:39].C(OCC)(=O)C>>[ClH:39].[NH:28]1[C:37]2[C:32](=[CH:33][CH:34]=[CH:35][CH:36]=2)[CH:31]=[CH:30][C:29]1=[O:38] |f:1.2,3.4|. Reported procedure: To 0.13 g of tert-butyl (2,3-dihydro-1,4-benzodioxin-6-ylmethyl)(1-(2-(2-oxoquinolin-1(2H)-yl)ethyl)piperidin-4-yl)carbamate, 10 mL of 4 mol/L hydrogen chloride/ethyl acetate solution was added, and left to stand at room temperature for 3 days. The solvent was removed under reduced pressure, 2-propanol was added to the residue obtained and the solvent was removed under reduced pressure. Ethyl acetate was added to the residue thus obtained and the resulting solid was filtered to afford 0.10 g of ... Reactants: NCCNC1=CC=C(C(=O)OC(C)(C)C)C=C1 (tert-Butyl 4-(2-amino-ethylamino)-benzoate), CN1C=NC(=C1)S(=O)(=O)Cl (1-methyl-1H-imidazole-4-sulfonyl chloride), S(=O)(=O)(Cl)Cl (sulfonyl chloride), NCCNC1=CC=C(C(=O)OC(C)(C)C)C=C1 (tert-butyl 4-(2-amino-ethylamino)-benzoate), CCN(C(C)C)C(C)C (DIPEA). Run in CC#N (CH3CN). Reaction conditions: time 16 hour. Yields the product CN1C=NC(=C1)S(=O)(=O)NCCNC1=CC=C(C(=O)OC(C)(C)C)C=C1 (tert-butyl 4-[2-(1-methyl-1H-imidazole-4-sulfonylamino)-ethylamino]-benzoate). Yield: 90.0%. RXN SMILES: [NH2:1][CH2:2][CH2:3][NH:4][C:5]1[CH:17]=[CH:16][C:8]([C:9]([O:11][C:12]([CH3:15])([CH3:14])[CH3:13])=[O:10])=[CH:7][CH:6]=1.[CH3:18][N:19]1[CH:23]=[C:22]([S:24](Cl)(=[O:26])=[O:25])[N:21]=[CH:20]1.S(Cl)(Cl)(=O)=O.CCN(C(C)C)C(C)C>CC#N>[CH3:18][N:19]1[CH:23]=[C:22]([S:24]([NH:1][CH2:2][CH2:3][NH:4][C:5]2[CH:17]=[CH:16][C:8]([C:9]([O:11][C:12]([CH3:13])([CH3:14])[CH3:15])=[O:10])=[CH:7][CH:6]=2)(=[O:26])=[O:25])[N:21]=[CH:20]1. Procedure details: tert-Butyl p-fluorobenzoate (750 mg, 3.93 mmol, 1 equiv) was dissolved in ethylenediamine (4 mL), and heated to 120° C. for 24 h. All solvent was evaporated, and then the residue was dry-loaded onto silica gel and purified by flash column chromatography (eluent CH2Cl2/MeOH/NH4OH, 92:7:1) to furnish tert-butyl 4-(2-amino-ethylamino)-benzoate as a white powder (891 mg, 96%): δH (400 MHz, CD2Cl2) 1.59 (s, 9H, CO2(CH3)3), 2.98 (t, J=5.8 Hz, 2H, H2NCH2CH2NH), 3.23 (q, J=5.8 Hz, 2H, H2NCH2CH2NH), 4.67... Yield: 53.6%. The reactants are O(C1=CC=CC=C1)C1=CC=C(C=O)C=C1 (4-Phenoxybenzaldehyde), C(C)(=O)[O-].[K+] (potassium acetate), Cl (hydrochloric acid). Run at temperature 180 celsius. Solvent: C(C)(=O)OC(C)=O (acetic anhydride). Yields the product O(C1=CC=CC=C1)C1=CC=C(C=CC(=O)O)C=C1 (4-Phenoxycinnamic acid). As a reaction SMILES: [O:1]([C:8]1[CH:15]=[CH:14][C:11]([CH:12]=O)=[CH:10][CH:9]=1)[C:2]1[CH:7]=[CH:6][CH:5]=[CH:4][CH:3]=1.[C:16]([O-:19])(=[O:18])[CH3:17].[K+].Cl>C(OC(=O)C)(=O)C>[O:1]([C:8]1[CH:15]=[CH:14][C:11]([CH:12]=[CH:17][C:16]([OH:19])=[O:18])=[CH:10][CH:9]=1)[C:2]1[CH:7]=[CH:6][CH:5]=[CH:4][CH:3]=1 |f:1.2|. Reported procedure: 4-Phenoxybenzaldehyde (10.0 g) and potassium acetate (9.8 g) were suspended in acetic anhydride (9.5 ml), followed by reflux at 180° C. for 5 hours. After the reaction, the pH of the reaction mixture was adjusted to a value of 2 with hydrochloric acid and the resulting mixture was extracted with ethyl acetate. The extract was washed with a saturated aqueous NaCl solution, and the organic layer was dried over anhydrous magnesium sulfate. After filtration, the solvent was evaporated under reduced ...